From a dataset of the Open Reaction Database (ORD), a public repository of structured organic reaction records. describe an organic reaction: reactants, conditions, products, and yield Reactants: C1=CC=CC=C1 (benzene), C(C1=CC=CC=C1)N1C(CCC2=CC(=CC=C12)C(C(=O)O)C)(C)C (2-(1-benzyl-1,2,3,4-tetrahydro-2,2-dimethylquinolin-6-yl)propionic acid), C(C1=CC=CC=C1)N1C(CCC2=CC(=CC=C12)C(C(=O)O)C)(C)C (2-(1-benzyl-1,2,3,4-tetrahydro-2,2-dimethylquinolin-6-yl)propionic acid), C1(=CC=C(C=C1)S(=O)(=O)O)C (p-toluenesulfonic acid), ClC1=CC=C(CO)C=C1 (4-chlorobenzyl alcohol). Run in O (water). Product: C(C1=CC=CC=C1)N1C(CCC2=CC(=CC=C12)C(C(=O)OCC1=CC=C(C=C1)Cl)C)(C)C (4-chlorobenzyl 2-(1-benzyl-1,2,3,4-tetrahydro-2,2-dimethylquinolin-6-yl)propionate). The yield is 83.5%. RXN SMILES: C1C=CC=CC=1.[CH2:7]([N:14]1[C:23]2[C:18](=[CH:19][C:20]([CH:24]([CH3:28])[C:25]([OH:27])=[O:26])=[CH:21][CH:22]=2)[CH2:17][CH2:16][C:15]1([CH3:30])[CH3:29])[C:8]1[CH:13]=[CH:12][CH:11]=[CH:10][CH:9]=1.C1(C)C=CC(S(O)(=O)=O)=CC=1.[Cl:42][C:43]1[CH:50]=[CH:49][C:46]([CH2:47]O)=[CH:45][CH:44]=1>O>[CH2:7]([N:14]1[C:23]2[C:18](=[CH:19][C:20]([CH:24]([CH3:28])[C:25]([O:27][CH2:47][C:46]3[CH:49]=[CH:50][C:43]([Cl:42])=[CH:44][CH:45]=3)=[O:26])=[CH:21][CH:22]=2)[CH2:17][CH2:16][C:15]1([CH3:29])[CH3:30])[C:8]1[CH:13]=[CH:12][CH:11]=[CH:10][CH:9]=1. Procedure: To 30 ml of benzene were added 3.2 g of 2-(1-benzyl-1,2,3,4-tetrahydro-2,2-dimethylquinolin-6-yl)propionic acid (Compound 54), 4,4 g of p-toluenesulfonic acid and 14.3 g of 4-chlorobenzyl alcohol. The solution was heated and refluxed with removing water. The reaction mixture was concentrated, followed by washed petroleum ether and addition of ethyl acetate. Then the mixture was washed with sodium hydrogencarbonate, water and saturated aqueous solution of sodium chloride, and dried over anhydrous... Starting materials: NC1=NC(=CC=C1)N (2,6-Diaminopyridine), FC1=CC=C(C(=O)Cl)C=C1 (4-fluorobenzoyl chloride). Run in ClCCl (dichloromethane). Run at temperature 0 celsius, time 2 hour. The product is FC1=CC=C(C(=O)NC2=NC(=CC=C2)NC(C2=CC=C(C=C2)F)=O)C=C1 (2,6-bis(4-fluorobenzoylamino)pyridine). RXN SMILES: [NH2:1][C:2]1[CH:7]=[CH:6][CH:5]=[C:4]([NH2:8])[N:3]=1.[F:9][C:10]1[CH:18]=[CH:17][C:13]([C:14](Cl)=[O:15])=[CH:12][CH:11]=1>ClCCl>[F:9][C:10]1[CH:18]=[CH:17][C:13]([C:14]([NH:1][C:2]2[CH:7]=[CH:6][CH:5]=[C:4]([NH:8][C:14](=[O:15])[C:13]3[CH:17]=[CH:18][C:10]([F:9])=[CH:11][CH:12]=3)[N:3]=2)=[O:15])=[CH:12][CH:11]=1. Reported procedure: 2,6-Diaminopyridine (10.9 grams, 0.1 mole) was dissolved in 500 milliliters dichloromethane and trietbylamine (28.0 milliliters, 20.2 grams, 0.2 mole) was added. The solution was chilled to 0° C. before 4-fluorobenzoyl chloride (24.0 milliliters, 31.7 grams, 0.2 mole) was added drop-wise over the course of 30 minutes. After stirring for 2 hours at 0° C., the solution was allowed to warm to room temperature (25° C.) and stirred for 18 hours. The resulting precipitate was isolated by filtration an... Reactants: Cl.N1CCC(CC1)CCN1C(C=2C=C3C(=CC2C1=O)OCO3)=O (6-[2-(4-piperidyl)ethyl]-[1,3]dioxolo[4,5-f]isoindole-5,7-dione hydrochloride), Cl.ClCC1=NC=CC=C1 (2-chloromethylpyridine hydrochloride), raw materials. The product is N1=C(C=CC=C1)CN1CCC(CC1)CCN1C(C=2C=C3C(=CC2C1=O)OCO3)=O (6-[2-[1-(2-pyridylmethyl)-4-piperidyl]ethyl]-[1,3]dioxolo[4,5-f]isoindole-5,7-dione). Procedure details: Compound I-36 was prepared according to the method in example 3, using 6-[2-(4-piperidyl)ethyl]-[1,3]dioxolo[4,5-f]isoindole-5,7-dione hydrochloride (compound II-1) and 2-chloromethylpyridine hydrochloride as the raw materials: 1H NMR (DMSO-d6): δ 1.12-1.19 (m, 3H), 1.48 (q, 2H, J=6.1 Hz), 1.67 (d, 2H, J=9.4 Hz), 1.94 (t, 2H, J=10.3 Hz), 2.76 (d, 2H, J=11.2 Hz), 3.54 (m, 4H), 6.27 (s, 2H), 7.24 (dd, 1H, J=6.8, 5.4 Hz), 7.38 (s, 2H), 7.42 (d, 1H, J=7.8 Hz), 7.74 (td, 1H, J=7.7, 1.4 Hz), 8.64 (d, ... RXN SMILES: Cl.[NH:2]1[CH2:7][CH2:6][CH:5]([CH2:8][CH2:9][N:10]2[C:18](=[O:19])[C:17]3[CH:16]=[C:15]4[O:20][CH2:21][O:22][C:14]4=[CH:13][C:12]=3[C:11]2=[O:23])[CH2:4][CH2:3]1.Cl.Cl[CH2:26][C:27]1[CH:32]=[CH:31][CH:30]=[CH:29][N:28]=1>>[N:28]1[CH:29]=[CH:30][CH:31]=[CH:32][C:27]=1[CH2:26][N:2]1[CH2:7][CH2:6][CH:5]([CH2:8][CH2:9][N:10]2[C:18](=[O:19])[C:17]3[CH:16]=[C:15]4[O:20][CH2:21][O:22][C:14]4=[CH:13][C:12]=3[C:11]2=[O:23])[CH2:4][CH2:3]1 |f:0.1,2.3|. Reactants: C1(=C(C(=C(C(=C1F)F)F)N)F)N.Cl.Cl (dihydrochloride), C1(=C(C(=C(C(=C1F)F)F)N)F)N.Cl.Cl (dihydrochloride), C[N+](C)(CCNC1=C2C(=C(C=C1)NCC[N+](C)(C)[O-])C(=O)C3=C(C=CC(=C3C2=O)O)O)[O-] (AQ4N). Yields the product CN(CCNC1=CC=C(C=2C(C3=C(C=CC(=C3C(C12)=O)O)O)=O)NCCN(C)C)C (1,4-Bis[[2-(dimethylamino)ethyl]amino]-5,8-dihydroxyanthracene-9,10-dione). RXN SMILES: C1(N)C(F)=C(F)C(F)=C(N)C=1F.Cl.Cl.[CH3:15][N+:16]([O-])([CH2:18][CH2:19][NH:20][C:21]1[CH:26]=[CH:25][C:24]([NH:27][CH2:28][CH2:29][N+:30]([O-])([CH3:32])[CH3:31])=[C:23]2[C:34]([C:36]3[C:41]([C:42](=[O:43])[C:22]=12)=[C:40]([OH:44])[CH:39]=[CH:38][C:37]=3[OH:45])=[O:35])[CH3:17]>>[CH3:31][N:30]([CH3:32])[CH2:29][CH2:28][NH:27][C:24]1[C:23]2[C:34](=[O:35])[C:36]3[C:41](=[C:40]([OH:44])[CH:39]=[CH:38][C:37]=3[OH:45])[C:42](=[O:43])[C:22]=2[C:21]([NH:20][CH2:19][CH2:18][N:16]([CH3:17])[CH3:15])=[CH:26][CH:25]=1 |f:0.1.2|. Procedure: The solid dihydrochloride should be stored in a sealed container in a cold dark place (preferably a freezer). Before opening such containers they should be allowed to warm to room temperature, since the dihydrochloride (and AQ4N) absorb moisture particularly rapidly when cold. Reactants: CCN=C=NCCCN(C)C, CCN(C(C)C)C(C)C, O=C(O)C(F)(F)F, COc1ccc(Br)c(C(=O)N2CCN(C(=O)CN)CC2)c1, CN(C)C=O, O, On1nnc2ccccc21, O=C(O)c1ccc(Nc2ccccc2)cc1. The product is COc1ccc(Br)c(C(=O)N2CCN(C(=O)CNC(=O)c3ccc(Nc4ccccc4)cc3)CC2)c1. RXN SMILES: [CH3:26][CH2:27][N:28]=[C:29]=[N:30][CH2:31][CH2:32][CH2:33][N:34]([CH3:35])[CH3:36].[CH:1]([N:2]([CH2:3][CH3:4])[CH:5]([CH3:6])[CH3:7])([CH3:8])[CH3:9].[F:68][C:69]([F:70])([F:71])[C:72]([OH:73])=[O:74].[NH2:47][CH2:48][C:49](=[O:50])[N:51]1[CH2:52][CH2:53][N:54]([C:57]([c:58]2[c:59]([Br:66])[cH:60][cH:61][c:62]([O:64][CH3:65])[cH:63]2)=[O:67])[CH2:55][CH2:56]1.[O:75]=[CH:76][N:77]([CH3:78])[CH3:79].[OH2:80].[OH:37][n:38]1[c:39]2[c:40]([cH:41][cH:42][cH:43][cH:44]2)[n:45][n:46]1.[c:10]1([NH:16][c:17]2[cH:18][cH:19][c:20]([C:21](=[O:22])[OH:23])[cH:24][cH:25]2)[cH:11][cH:12][cH:13][cH:14][cH:15]1>>[c:10]1([NH:16][c:17]2[cH:18][cH:19][c:20]([C:21](=[O:23])[NH:47][CH2:48][C:49](=[O:50])[N:51]3[CH2:52][CH2:53][N:54]([C:57]([c:58]4[c:59]([Br:66])[cH:60][cH:61][c:62]([O:64][CH3:65])[cH:63]4)=[O:67])[CH2:55][CH2:56]3)[cH:24][cH:25]2)[cH:11][cH:12][cH:13][cH:14][cH:15]1.